describe an organic reaction: reactants, conditions, products, and yield From a dataset of the Open Reaction Database (ORD), a public repository of structured organic reaction records. Starting materials: COc1ccc2[nH]cc(CCBr)c2c1, O=C([O-])[O-], CN(C)C=O, Cl, [K+], [K+], Cc1ccc(C2CCNCC2)cc1. The product is COc1ccc2[nH]cc(CCN3CCC(c4ccc(C)cc4)CC3)c2c1. RXN SMILES: [Br:1][CH2:2][CH2:3][c:4]1[cH:5][nH:6][c:7]2[cH:8][cH:9][c:10]([O:13][CH3:14])[cH:11][c:12]12.[C:29](=[O:30])([O-:31])[O-:32].[CH3:35][N:36]([CH3:37])[CH:38]=[O:39].[ClH:15].[K+:33].[K+:34].[c:16]1([CH3:28])[cH:17][cH:18][c:19]([CH:22]2[CH2:23][CH2:24][NH:25][CH2:26][CH2:27]2)[cH:20][cH:21]1>>[CH2:2]([CH2:3][c:4]1[cH:5][nH:6][c:7]2[cH:8][cH:9][c:10]([O:13][CH3:14])[cH:11][c:12]12)[N:25]1[CH2:24][CH2:23][CH:22]([c:19]2[cH:18][cH:17][c:16]([CH3:28])[cH:21][cH:20]2)[CH2:27][CH2:26]1. The reactants are COc1ccc2c(c1)CN(Cc1ccccc1)C2, CO. Yields the product COc1ccc2c(c1)CNC2. RXN SMILES: [CH2:1]([c:2]1[cH:3][cH:4][cH:5][cH:6][cH:7]1)[N:8]1[CH2:9][c:10]2[cH:11][cH:12][c:13]([O:17][CH3:18])[cH:14][c:15]2[CH2:16]1.[CH3:19][OH:20]>>[NH:8]1[CH2:9][c:10]2[cH:11][cH:12][c:13]([O:17][CH3:18])[cH:14][c:15]2[CH2:16]1. Reactants: [Br-], [Li]CCCC, CCC[P+](c1ccccc1)(c1ccccc1)c1ccccc1, CC1(C2(C=O)CC2)OCCO1, CCOCC. The product is CCC=CC1(C2(C)OCCO2)CC1. Reaction SMILES: [Br-:1].[CH2:24]([CH2:25][CH2:26][CH3:27])[Li:28].[CH2:2]([P+:3]([c:4]1[cH:5][cH:6][cH:7][cH:8][cH:9]1)([c:10]1[cH:11][cH:12][cH:13][cH:14][cH:15]1)[c:16]1[cH:17][cH:18][cH:19][cH:20][cH:21]1)[CH2:22][CH3:23].[CH3:29][C:30]1([C:35]2([CH:38]=[O:39])[CH2:36][CH2:37]2)[O:31][CH2:32][CH2:33][O:34]1.[CH3:40][CH2:41][O:42][CH2:43][CH3:44]>>[CH:24](=[CH:25][CH2:26][CH3:27])[C:35]1([C:30]2([CH3:29])[O:31][CH2:32][CH2:33][O:34]2)[CH2:36][CH2:37]1. Reaction SMILES: [Cl:1][C:2]1[CH:3]=[C:4]([CH:7]=[CH:8][C:9]=1[Cl:10])[CH:5]=O.[C:11]([NH:14][CH2:15][C:16]([OH:18])=[O:17])(=[O:13])[CH3:12].CC([O-])=O.[Na+].O>C(OC(=O)C)(=O)C.C1(C)C=CC=CC=1>[C:11]([NH:14][C:15](=[CH:5][C:4]1[CH:7]=[CH:8][C:9]([Cl:10])=[C:2]([Cl:1])[CH:3]=1)[C:16]([OH:18])=[O:17])(=[O:13])[CH3:12] |f:2.3|. Reactants: O (water), ClC=1C=C(C=O)C=CC1Cl (3,4-dichlorobenzaldehyde), C(C)(=O)NCC(=O)O (N-acetylglycine), CC(=O)[O-].[Na+] (NaOAc), O (water). The product is C(C)(=O)NC(C(=O)O)=CC1=CC(=C(C=C1)Cl)Cl (2-acetylamino-3-(3,4-dichloro-phenyl)-acrylic acid). Solvent: C(C)(=O)OC(C)=O (acetic anhydride), C1(=CC=CC=C1)C (toluene). Procedure: A mixture of 20.0 g (112 mmol) 3,4-dichlorobenzaldehyde, 19.7 g (168 mmol) N-acetylglycine and 13.8 g (168 mmol) NaOAc in 80 mL acetic anhydride were heated to 120° C. (oil bath temperature) for 5 h. After the reaction had ended the reaction mixture was cooled using an ice bath and then combined slowly with 60 mL water (slightly exothermic reaction). The reaction mixture was heated to 80° C. for a further 1.5 h, cooled somewhat, then added to a mixture of 400 mL water and 200 mL toluene and stir... Reaction conditions: temperature 120 celsius, time 8 hour.